Dataset: the Open Reaction Database (ORD), a public repository of structured organic reaction records. Task: describe an organic reaction: reactants, conditions, products, and yield Starting materials: ClC1=CC=C2C=CC(=NC2=C1)CCC=1C=C(C#N)C=CC1 (3-(2-(7-chloroquinolin-2-yl)ethyl)benzonitrile), Ni Al, C(=O)O (formic acid). Yields the product ClC1=CC=C2C=CC(=NC2=C1)CCC=1C=C(C=O)C=CC1 (3-(2-(7-chloroquinolin-2-yl)ethyl)benzaldehyde). RXN SMILES: [Cl:1][C:2]1[CH:11]=[C:10]2[C:5]([CH:6]=[CH:7][C:8]([CH2:12][CH2:13][C:14]3[CH:15]=[C:16]([CH:19]=[CH:20][CH:21]=3)[C:17]#N)=[N:9]2)=[CH:4][CH:3]=1.C(O)=[O:23]>>[Cl:1][C:2]1[CH:11]=[C:10]2[C:5]([CH:6]=[CH:7][C:8]([CH2:12][CH2:13][C:14]3[CH:15]=[C:16]([CH:19]=[CH:20][CH:21]=3)[CH:17]=[O:23])=[N:9]2)=[CH:4][CH:3]=1. Procedure details: To the cyanide (Step 1, 10 g) in formic acid (200 mL) at 100° was added portionwise Ni-Al alloy (3 g). The reaction mixture was heated at 110° for 6 hrs, filtered and evaporated. The residue was partitioned between NaHCO3 (aq) and ethyl acetate, and the organic layer was dried and evaporated. Flash chromatography using 30% ether in hexane afforded the title compound. The reactants are ClC=1C=C(C=CC1)C1(CC1)C(=O)Cl (1-(3-chloro-phenyl)-cyclopropanecarbonyl chloride), diamine, acid chloride, NC1=C2C(=NCN1C1=CC=C(C=C1)N)OC=C2 (4-Amino-3-(4-aminophenyl)furo[2,3-d]pyrimidine). Yields the product NC1=C2C(=NCN1C1=CC=C(C=C1)NC(=O)C1(CC1)C1=CC(=CC=C1)Cl)OC=C2 (4-Amino-3-(4-((1-(3-chlorophenyl)cyclopropanecarbonyl)-amino)phenyl)furo[2,3-d]pyrimidine). As a reaction SMILES: [Cl:1][C:2]1[CH:3]=[C:4]([C:8]2([C:11](Cl)=[O:12])[CH2:10][CH2:9]2)[CH:5]=[CH:6][CH:7]=1.[NH2:14][C:15]1[N:20]([C:21]2[CH:26]=[CH:25][C:24]([NH2:27])=[CH:23][CH:22]=2)[CH2:19][N:18]=[C:17]2[O:28][CH:29]=[CH:30][C:16]=12>>[NH2:14][C:15]1[N:20]([C:21]2[CH:22]=[CH:23][C:24]([NH:27][C:11]([C:8]3([C:4]4[CH:5]=[CH:6][CH:7]=[C:2]([Cl:1])[CH:3]=4)[CH2:10][CH2:9]3)=[O:12])=[CH:25][CH:26]=2)[CH2:19][N:18]=[C:17]2[O:28][CH:29]=[CH:30][C:16]=12. Procedure: The compound was prepared following the procedure described in Example 474, using 1-(3-chloro-phenyl)-cyclopropanecarbonyl chloride as the acid chloride of choice, and 4-Amino-3-(4-aminophenyl)furo[2,3-d]pyrimidine (9) as the diamine of choice. MS(ES) m/e 405 [M+H]+. Reactants: BrC1=CC2=C(N=CN=C2Cl)S1 (6-bromo-4-chlorothieno[2,3-d]pyrimidine), FC1=CC=C(C=C1)B(O)O (4-fluorophenylboronic acid), C(=O)([O-])[O-].[K+].[K+] (K2CO3), Cl (HCl). The reagents and catalysts are C=1C=CC(=CC1)[P](C=2C=CC=CC2)(C=3C=CC=CC3)[Pd]([P](C=4C=CC=CC4)(C=5C=CC=CC5)C=6C=CC=CC6)([P](C=7C=CC=CC7)(C=8C=CC=CC8)C=9C=CC=CC9)[P](C=1C=CC=CC1)(C=1C=CC=CC1)C=1C=CC=CC1 (Pd(PPh3)4). Run in O1CCOCC1.O (dioxane H2O). Yields the product ClC=1C2=C(N=CN1)SC(=C2)C2=CC=C(C=C2)F (4-Chloro-6-(4-fluorophenyl)thieno[2,3-d]pyrimidine). The yield is 47.2%. RXN SMILES: Br[C:2]1[S:11][C:5]2[N:6]=[CH:7][N:8]=[C:9]([Cl:10])[C:4]=2[CH:3]=1.[F:12][C:13]1[CH:18]=[CH:17][C:16](B(O)O)=[CH:15][CH:14]=1.C([O-])([O-])=O.[K+].[K+].Cl>O1CCOCC1.O.C1C=CC([P]([Pd]([P](C2C=CC=CC=2)(C2C=CC=CC=2)C2C=CC=CC=2)([P](C2C=CC=CC=2)(C2C=CC=CC=2)C2C=CC=CC=2)[P](C2C=CC=CC=2)(C2C=CC=CC=2)C2C=CC=CC=2)(C2C=CC=CC=2)C2C=CC=CC=2)=CC=1>[Cl:10][C:9]1[C:4]2[CH:3]=[C:2]([C:16]3[CH:17]=[CH:18][C:13]([F:12])=[CH:14][CH:15]=3)[S:11][C:5]=2[N:6]=[CH:7][N:8]=1 |f:2.3.4,6.7,^1:39,41,60,79|. Procedure details: A solution of 6-bromo-4-chlorothieno[2,3-d]pyrimidine (0.12 g, 0.48 mmol), 4-fluorophenylboronic acid (67 mg, 0.48 mmol), K2CO3 (0.266 g, 1.92 mmol) and Pd(PPh3)4 in dioxane/H2O (3:1, 3 ml) was refluxed under N2 for 2 hours. After cooling to room temperature, 1N HCl was added slowly to neutralize the mixture to pH=7-8. The mixture was extracted with CH2Cl2, washed with water and brine and dried over Na2SO4. After removing the solvents under reduced pressure, the crude residue was purified by sil... Starting materials: NC=1SC=C(N1)/C(/C(=O)NC1[C@@H]2N(C(=C(CS2)\C=C/COC)C(=O)O)C1=O)=N/OC (7-[(Z)-2-(2-aminothiazol-4-yl)-2-methoxyiminoacetamido]-3-[(Z)-3-methoxy-1-propenyl]-3-cephem-4-carboxylic acid), C(C)(=O)OC(C)Br (1-bromoethyl acetate). The product is NC=1SC=C(N1)/C(/C(=O)NC1[C@@H]2N(C(=C(CS2)\C=C/COC)C(=O)OC(C)OC(C)=O)C1=O)=N/OC (1-Acetoxyethyl 7-[(Z)-2-(2-aminothiazol-4-yl)-2-methoxyiminoacetamido]-3-[(Z)-3-methoxy-1-propenyl]-3-cephem-4-carboxylate). The yield is 43.0%. As a reaction SMILES: [NH2:1][C:2]1[S:3][CH:4]=[C:5](/[C:7](=[N:28]/[O:29][CH3:30])/[C:8]([NH:10][CH:11]2[C:26](=[O:27])[N:13]3[C:14]([C:23]([OH:25])=[O:24])=[C:15](/[CH:18]=[CH:19]\[CH2:20][O:21][CH3:22])[CH2:16][S:17][C@H:12]23)=[O:9])[N:6]=1.[C:31]([O:34][CH:35](Br)[CH3:36])(=[O:33])[CH3:32]>>[NH2:1][C:2]1[S:3][CH:4]=[C:5](/[C:7](=[N:28]/[O:29][CH3:30])/[C:8]([NH:10][CH:11]2[C:26](=[O:27])[N:13]3[C:14]([C:23]([O:25][CH:35]([O:34][C:31](=[O:33])[CH3:32])[CH3:36])=[O:24])=[C:15](/[CH:18]=[CH:19]\[CH2:20][O:21][CH3:22])[CH2:16][S:17][C@H:12]23)=[O:9])[N:6]=1. Procedure: Esterification of 7-[(Z)-2-(2-aminothiazol-4-yl)-2-methoxyiminoacetamido]-3-[(Z)-3-methoxy-1-propenyl]-3-cephem-4-carboxylic acid (300 mg, 0.66 mmole) with 1-bromoethyl acetate in a similar manner to that described in Example 10 gave the title compound (154 mg, 43%). Mp. 102°-105° C. (dec.). Estimated purity 95% (by HPLC, 1:1 CH3CN-pH 7 phosphate buffer). The reactants are CCCCN(CCCC)CCCC, Cc1ccccc1, O=CO, Cc1c2c(c3ccccc3c1OS(=O)(=O)C(F)(F)F)OCC2c1ccc(C(C)C)cc1, O, c1ccc(P(CCCP(c2ccccc2)c2ccccc2)c2ccccc2)cc1. The product is Cc1cc2ccccc2c2c1C(c1ccc(C(C)C)cc1)CO2. As a reaction SMILES: [CH3:61][CH2:62][CH2:63][CH2:64][N:65]([CH2:66][CH2:67][CH2:68][CH3:69])[CH2:70][CH2:71][CH2:72][CH3:73].[CH3:77][c:78]1[cH:79][cH:80][cH:81][cH:82][cH:83]1.[CH:74]([OH:75])=[O:76].[F:1][C:2]([F:3])([F:4])[S:5]([O:6][c:7]1[c:8]([CH3:29])[c:9]2[c:10]([c:23]3[cH:24][cH:25][cH:26][cH:27][c:28]13)[O:11][CH2:12][CH:13]2[c:14]1[cH:15][cH:16][c:17]([CH:20]([CH3:21])[CH3:22])[cH:18][cH:19]1)(=[O:30])=[O:31].[OH2:84].[c:32]1([P:33]([c:34]2[cH:35][cH:36][cH:37][cH:38][cH:39]2)[CH2:40][CH2:41][CH2:42][P:43]([c:44]2[cH:45][cH:46][cH:47][cH:48][cH:49]2)[c:50]2[cH:51][cH:52][cH:53][cH:54][cH:55]2)[cH:56][cH:57][cH:58][cH:59][cH:60]1>>[cH:7]1[c:8]([CH3:29])[c:9]2[c:10]([c:23]3[cH:24][cH:25][cH:26][cH:27][c:28]13)[O:11][CH2:12][CH:13]2[c:14]1[cH:15][cH:16][c:17]([CH:20]([CH3:21])[CH3:22])[cH:18][cH:19]1. The reactants are C(C)(=O)O[C@H]1[C@@H](O[C@@H]([C@H]([C@@H]1OC(C)=O)OC(C)=O)COC(C)=O)OC1=NNC(=C1CC1=CC=C(C=C1)OCCCN)C(C)C (3-(2,3,4,6-tetra-O-acetyl-β-D-glucopyranosyloxy)-4-{[4-(3-aminopropoxy)phenyl]methyl}-5-isopropyl-1H-pyrazole), C[O-].[Na+] (sodium methoxide). Run in CO (methanol). Conditions: time 30 minute. Yields the product NCCCOC1=CC=C(C=C1)CC=1C(=NNC1C(C)C)O[C@H]1[C@H](O)[C@@H](O)[C@H](O)[C@H](O1)CO (4-{[4-(3-Aminopropoxy)phenyl]methyl}-3-(β-D-glucopyranosyloxy)-5-isopropyl-1H-pyrazole). Yield: 78.2%. Reaction SMILES: C([O:4][C@@H:5]1[C@@H:10]([O:11]C(=O)C)[C@H:9]([O:15]C(=O)C)[C@@H:8]([CH2:19][O:20]C(=O)C)[O:7][C@H:6]1[O:24][C:25]1[C:29]([CH2:30][C:31]2[CH:36]=[CH:35][C:34]([O:37][CH2:38][CH2:39][CH2:40][NH2:41])=[CH:33][CH:32]=2)=[C:28]([CH:42]([CH3:44])[CH3:43])[NH:27][N:26]=1)(=O)C.C[O-].[Na+]>CO>[NH2:41][CH2:40][CH2:39][CH2:38][O:37][C:34]1[CH:33]=[CH:32][C:31]([CH2:30][C:29]2[C:25]([O:24][C@@H:6]3[O:7][C@H:8]([CH2:19][OH:20])[C@@H:9]([OH:15])[C@H:10]([OH:11])[C@H:5]3[OH:4])=[N:26][NH:27][C:28]=2[CH:42]([CH3:44])[CH3:43])=[CH:36][CH:35]=1 |f:1.2|. Procedure details: To a solution of 3-(2,3,4,6-tetra-O-acetyl-β-D-glucopyranosyloxy)-4-{[4-(3-aminopropoxy)phenyl]methyl}-5-isopropyl-1H-pyrazole (0.1 g) in methanol (2 mL) was added sodium methoxide (28% methanol solution, 0.062 mL), and the mixture was stirred at room temperature for 30 minutes. The reaction mixture was concentrated under reduced pressure, and the residue was purified by solid phase extraction on ODS (washing solvent: distilled water, eluent: methanol) to give the title compound (57 mg). Starting materials: COC=1C=C(C=CC1)B(O)O (3-methoxyphenylboronic acid), N1=CC=CC=C1 (pyridine), C(C)C1=NNC=C1C(=O)OC (Methyl 3-ethyl-1H-pyrazole-4-carboxylate). The reagents and catalysts are C(C)(=O)[O-].[Cu+2].C(C)(=O)[O-] (copper acetate). Solvent: CN(C(C)=O)C (N,N-dimethylacetamide). Conditions: time 8 hour. The product is C(C)C1=NN(C=C1C(=O)OC)C1=CC(=CC=C1)OC (methyl 3-ethyl-1-(3-methoxyphenyl)-1H-pyrazole-4-carboxylate). The yield is 54.5%. As a reaction SMILES: [CH2:1]([C:3]1[C:7]([C:8]([O:10][CH3:11])=[O:9])=[CH:6][NH:5][N:4]=1)[CH3:2].[CH3:12][O:13][C:14]1[CH:15]=[C:16](B(O)O)[CH:17]=[CH:18][CH:19]=1.N1C=CC=CC=1>CN(C)C(=O)C.C([O-])(=O)C.[Cu+2].C([O-])(=O)C>[CH2:1]([C:3]1[C:7]([C:8]([O:10][CH3:11])=[O:9])=[CH:6][N:5]([C:18]2[CH:17]=[CH:16][CH:15]=[C:14]([O:13][CH3:12])[CH:19]=2)[N:4]=1)[CH3:2] |f:4.5.6|. Procedure details: Methyl 3-ethyl-1H-pyrazole-4-carboxylate (2.5 g) synthesized in Example 39(1) was dissolved in N,N-dimethylacetamide (50 mL), 3-methoxyphenylboronic acid (5.0 g), copper acetate (6.0 g) and pyridine (5.3 mL) were added, and the mixture was stirred at room temperature overnight. The reaction mixture was filtered through celite, 1N hydrochloric acid (50 mL) was added to the filtrate, and the mixture was extracted with diethyl ether. The extract was washed with brine, dried over magnesium sulfate, ...